Dataset: the Open Reaction Database (ORD), a public repository of structured organic reaction records. Task: describe an organic reaction: reactants, conditions, products, and yield Reactants: O=C([O-])[O-], CS(C)=O, CC1CCOC(CBr)(c2ccc(Cl)cc2Cl)O1, [I-], [K+], [K+], [Na+], O, c1nc[nH]n1. Product: CC1CCOC(Cn2cncn2)(c2ccc(Cl)cc2Cl)O1. Reaction SMILES: [C:1](=[O:2])([O-:3])[O-:4].[CH3:32][S:33]([CH3:34])=[O:35].[Cl:12][c:13]1[c:14]([C:20]2([CH2:27][Br:28])[O:21][CH2:22][CH2:23][CH:24]([CH3:26])[O:25]2)[cH:15][cH:16][c:17]([Cl:19])[cH:18]1.[I-:30].[K+:5].[K+:6].[Na+:29].[OH2:31].[nH:7]1[n:8][cH:9][n:10][cH:11]1>>[n:7]1([CH2:27][C:20]2([c:14]3[c:13]([Cl:12])[cH:18][c:17]([Cl:19])[cH:16][cH:15]3)[O:21][CH2:22][CH2:23][CH:24]([CH3:26])[O:25]2)[n:8][cH:9][n:10][cH:11]1.